Dataset: the Open Reaction Database (ORD), a public repository of structured organic reaction records. Task: describe an organic reaction: reactants, conditions, products, and yield Reactants: NC1=NC=C(C=C1C(=O)OC)C=1C=NN(C1)C1CCN(CC1)C (methyl 2-amino-5-[1-(1-methyl-4-piperidyl)pyrazol-4-yl]pyridine-3-carboxylate), C[Al](C)C (Trimethylaluminium), BrC1=C(N)C(=CC=C1)F (2-bromo-6-fluoro-aniline). Run in C1(=CC=CC=C1)C (toluene), C1(=CC=CC=C1)C (toluene). Reaction conditions: temperature 120 celsius, time 30 minute. The product is NC1=NC=C(C=C1C(=O)NC1=C(C=CC=C1F)Br)C=1C=NN(C1)C1CCN(CC1)C (2-amino-N-(2-bromo-6-fluorophenyl)-5-[1-(1-methylpiperidin-4-yl)pyrazol-4-yl]pyridine-3-carboxamide). Reaction SMILES: C[Al](C)C.[Br:5][C:6]1[CH:12]=[CH:11][CH:10]=[C:9]([F:13])[C:7]=1[NH2:8].[NH2:14][C:15]1[C:20]([C:21](OC)=[O:22])=[CH:19][C:18]([C:25]2[CH:26]=[N:27][N:28]([CH:30]3[CH2:35][CH2:34][N:33]([CH3:36])[CH2:32][CH2:31]3)[CH:29]=2)=[CH:17][N:16]=1>C1(C)C=CC=CC=1>[NH2:14][C:15]1[C:20]([C:21]([NH:8][C:7]2[C:9]([F:13])=[CH:10][CH:11]=[CH:12][C:6]=2[Br:5])=[O:22])=[CH:19][C:18]([C:25]2[CH:26]=[N:27][N:28]([CH:30]3[CH2:35][CH2:34][N:33]([CH3:36])[CH2:32][CH2:31]3)[CH:29]=2)=[CH:17][N:16]=1. Procedure details: 2M Trimethylaluminium in toluene (0.75 ml) was added to a solution of 2-bromo-6-fluoro-aniline (0.229 g) in toluene (30 ml). The mixture was stirred for 30 minutes, then methyl 2-amino-5-[1-(1-methyl-4-piperidyl)pyrazol-4-yl]pyridine-3-carboxylate (0.19 g) was added. The mixture was heated to 120° C. for 18 hours, allowed to cool and then quenched with 10% aqueous Rochelle's salt solution. The organic fraction was purified by SCX ion-exchange chromatography to give crude 2-amino-N-(2-bromo-6-flu... The reactants are [H-].[Na+] (sodium hydride), [Si](C)(C)(C(C)(C)C)OC(C(CC1=CC(=C(C=C1)Cl)Cl)O)C (3-(tert-butyldimethylsilyloxy)-1-(3,4-dichlorophenyl)-2-butanol), C(C)OCC (ethyl ether), C1=C(C=CC2=CC=CC=C12)CBr (2-naphthylmethyl bromide). Run in O1CCCC1 (tetrahydrofuran), CN(C=O)C (dimethylformamide), O (water). Yields the product ClC=1C=C(C=CC1Cl)CC(C(C)O)OCC1=CC2=CC=CC=C2C=C1 (4-(3,4- dichlorophenyl)-3-(2-naphthylmethoxy)-2-butanol). Isolated yield 18.5%. Reaction SMILES: [Si]([O:8][CH:9]([CH3:21])[CH:10]([OH:20])[CH2:11][C:12]1[CH:17]=[CH:16][C:15]([Cl:18])=[C:14]([Cl:19])[CH:13]=1)(C(C)(C)C)(C)C.[H-].[Na+].[CH:24]1[C:33]2[C:28](=[CH:29][CH:30]=[CH:31][CH:32]=2)[CH:27]=[CH:26][C:25]=1[CH2:34]Br.C(OCC)C>O1CCCC1.CN(C)C=O.O>[Cl:19][C:14]1[CH:13]=[C:12]([CH2:11][CH:10]([O:20][CH2:34][C:25]2[CH:26]=[CH:27][C:28]3[C:33](=[CH:32][CH:31]=[CH:30][CH:29]=3)[CH:24]=2)[CH:9]([OH:8])[CH3:21])[CH:17]=[CH:16][C:15]=1[Cl:18] |f:1.2|. Procedure details: 2.32 g of the alcohol compound thus obtained was dissolved in a liquid mixture of 100 ml of tetrahydrofuran and 20 ml of dimethylformamide, and 0.34 g of 60% oily sodium hydride was added thereto with stirring under cooling with ice. The mixture was stirred at the same temperature for 30 minutes. Then, 1.47 g of 2-naphthylmethyl bromide was added thereto, and the mixture was stirred at room temperature for 20 hours. Then, ethyl ether and water were added to the reaction solution for liquid separ... The reactants are COC1=CC=C(C=C1)SC1=C(C(=O)O)C=CC=C1 (2-(4-Methoxyphenylsulfanyl)benzoic acid), [H-].COCCO[Al+]OCCOC.[Na+].[H-] (sodium bis-(methoxyethoxy)-aluminum hydride). Yields the product COC1=CC=C(C=C1)SC1=C(CO)C=CC=C1 (2-(4-methoxyphenylsulfanyl)benzyl alcohol). The yield is 84.7%. As a reaction SMILES: [CH3:1][O:2][C:3]1[CH:8]=[CH:7][C:6]([S:9][C:10]2[CH:18]=[CH:17][CH:16]=[CH:15][C:11]=2[C:12](O)=[O:13])=[CH:5][CH:4]=1.[H-].COCCO[Al+]OCCOC.[Na+].[H-]>>[CH3:1][O:2][C:3]1[CH:4]=[CH:5][C:6]([S:9][C:10]2[CH:18]=[CH:17][CH:16]=[CH:15][C:11]=2[CH2:12][OH:13])=[CH:7][CH:8]=1 |f:1.2.3.4|. Procedure details: 2-(4-Methoxyphenylsulfanyl)benzoic acid was reduced with sodium bis-(methoxyethoxy)-aluminum hydride to provide in 84.7% yield 2-(4-methoxyphenylsulfanyl)benzyl alcohol. This compound was without purification treated with thionyl chloride to provide in 95.0% yield 2-(4-methoxyphenylsulfanyl)benzyl chloride, m.p. 76-78° C. For C14H13ClOS (264.8) calculated: 63.51% C, 4.95% H, 13.39% Cl, 12.11% S; found: 63.43% C, 5.05% H, 13.16% Cl, 12.10% S. This compound was treated with sodium cyanide to provi...